Dataset: the Open Reaction Database (ORD), a public repository of structured organic reaction records. Task: describe an organic reaction: reactants, conditions, products, and yield The reactants are [B-](F)(F)(F)F.C1=CC=C[CH+]C=C1 (cycloheptatrienyl tetrafluoroborate), C([O-])(O)=O.[Na+] (sodium bicarbonate). The solvent is CO (methanol). The product is COC1C=CC=CC=C1 (7-methoxycycloheptatriene). Reaction SMILES: [B-](F)(F)(F)F.[CH:6]1[CH:12]=[CH:11][CH+:10][CH:9]=[CH:8][CH:7]=1.[C:13](=O)(O)[O-:14].[Na+]>CO>[CH3:13][O:14][CH:6]1[CH:12]=[CH:11][CH:10]=[CH:9][CH:8]=[CH:7]1 |f:0.1,2.3|. Procedure: reacting an aqueous solution of cycloheptatrienyl tetrafluoroborate with methanol and sodium bicarbonate to produce 7-methoxycycloheptatriene; Reactants: COC1=C(C=C(C=C1)C1=CC=NN1C1=CC=C(C=C1)N1CCN(CC1)C(=O)OC(C)(C)C)O[C@H]1COCC1 (tert-butyl 4-[4-(5-{4-methoxy-3-[(3R)-tetrahydrofuran-3-yloxy]phenyl}-1H-pyrazol-1-yl)phenyl]piperazine-1-carboxylate), C(=O)(C(F)(F)F)O (TFA). The solvent is C(Cl)Cl (CH2Cl2). Run at time 1 hour. The product is COC1=C(C=C(C=C1)C1=CC=NN1C1=CC=C(C=C1)N1CCNCC1)O[C@H]1COCC1 (1-[4-(5-{4-methoxy-3-[(3R)-tetrahydrofuran-3-yloxy]phenyl}-1H-pyrazol-1-yl)phenyl]piperazine). The yield is 80.5%. RXN SMILES: [CH3:1][O:2][C:3]1[CH:8]=[CH:7][C:6]([C:9]2[N:13]([C:14]3[CH:19]=[CH:18][C:17]([N:20]4[CH2:25][CH2:24][N:23](C(OC(C)(C)C)=O)[CH2:22][CH2:21]4)=[CH:16][CH:15]=3)[N:12]=[CH:11][CH:10]=2)=[CH:5][C:4]=1[O:33][C@@H:34]1[CH2:38][CH2:37][O:36][CH2:35]1.C(O)(C(F)(F)F)=O>C(Cl)Cl>[CH3:1][O:2][C:3]1[CH:8]=[CH:7][C:6]([C:9]2[N:13]([C:14]3[CH:19]=[CH:18][C:17]([N:20]4[CH2:25][CH2:24][NH:23][CH2:22][CH2:21]4)=[CH:16][CH:15]=3)[N:12]=[CH:11][CH:10]=2)=[CH:5][C:4]=1[O:33][C@@H:34]1[CH2:38][CH2:37][O:36][CH2:35]1. Procedure: Into a vial was added tert-butyl 4-[4-(5-{4-methoxy-3-[(3R)-tetrahydrofuran-3-yloxy]phenyl}-1H-pyrazol-1-yl)phenyl]piperazine-1-carboxylate (20.0 mg, 0.0384 mmol) and 1 mL of a 20% (v/v) solution of TFA in CH2Cl2. The reaction was stirred at room temperature for 1 hour and then the solvent was removed under reduced pressure. The residue was dissolved in 10 mL of ethyl acetate and washed once with 10 mL of saturated aqueous NaHCO3. The organic layer was then dried over sodium sulfate and concentr... Reaction SMILES: [Br:1][c:2]1[cH:3][n:4][c:5]2[c:6]([n:7]1)[n:8]([CH2:11][c:12]1[c:13]([F:23])[c:14]3[cH:15][cH:16][cH:17][n:18][c:19]3[cH:20][c:21]1[F:22])[n:9][n:10]2.[CH2:24]([Sn:25]([CH2:26][CH2:27][CH2:28][CH3:34])([C:29](=[CH2:30])[O:31][CH2:32][CH3:33])[CH2:35][CH2:36][CH2:37][CH3:38])[CH2:39][CH2:40][CH3:41].[O:42]=[CH:43][N:44]([CH3:45])[CH3:46].[cH:47]1[cH:48][cH:49][c:50]([P:51]([Pd:52]([P:53]([c:54]2[cH:55][cH:56][cH:57][cH:58][cH:59]2)([c:60]2[cH:61][cH:62][cH:63][cH:64][cH:65]2)[c:66]2[cH:67][cH:68][cH:69][cH:70][cH:71]2)([P:72]([c:73]2[cH:74][cH:75][cH:76][cH:77][cH:78]2)([c:79]2[cH:80][cH:81][cH:82][cH:83][cH:84]2)[c:85]2[cH:86][cH:87][cH:88][cH:89][cH:90]2)[P:91]([c:92]2[cH:93][cH:94][cH:95][cH:96][cH:97]2)([c:98]2[cH:99][cH:100][cH:101][cH:102][cH:103]2)[c:104]2[cH:105][cH:106][cH:107][cH:108][cH:109]2)([c:110]2[cH:111][cH:112][cH:113][cH:114][cH:115]2)[c:116]2[cH:117][cH:118][cH:119][cH:120][cH:121]2)[cH:122][cH:123]1>>[c:2]1([C:29](=[CH2:30])[O:31][CH2:32][CH3:33])[cH:3][n:4][c:5]2[c:6]([n:7]1)[n:8]([CH2:11][c:12]1[c:13]([F:23])[c:14]3[cH:15][cH:16][cH:17][n:18][c:19]3[cH:20][c:21]1[F:22])[n:9][n:10]2. Starting materials: Fc1cc2ncccc2c(F)c1Cn1nnc2ncc(Br)nc21, C=C(OCC)[Sn](CCCC)(CCCC)CCCC, CN(C)C=O, c1ccc(P(c2ccccc2)(c2ccccc2)[Pd](P(c2ccccc2)(c2ccccc2)c2ccccc2)(P(c2ccccc2)(c2ccccc2)c2ccccc2)P(c2ccccc2)(c2ccccc2)c2ccccc2)cc1. Yields the product C=C(OCC)c1cnc2nnn(Cc3c(F)cc4ncccc4c3F)c2n1. The reactants are N1N=CC=2CNCCC21 (4,5,6,7-tetrahydro-1H-pyrazolo[4,3-c]pyridine), C(=O)([O-])[O-].[Cs+].[Cs+] (Cs2CO3), BrCC(=O)OCC1=CC=CC=C1 (benzyl bromoacetate). Solvent: CC#N (MeCN). Conditions: time 8 hour. Product: C(C1=CC=CC=C1)OC(CN1CC2=C(CC1)NN=C2)=O ((1,4,6,7-tetrahydro-pyrazolo[4,3-c]pyridin-5-yl)acetic acid benzyl ester). As a reaction SMILES: [NH:1]1[C:9]2[CH2:8][CH2:7][NH:6][CH2:5][C:4]=2[CH:3]=[N:2]1.C([O-])([O-])=O.[Cs+].[Cs+].Br[CH2:17][C:18]([O:20][CH2:21][C:22]1[CH:27]=[CH:26][CH:25]=[CH:24][CH:23]=1)=[O:19]>CC#N>[CH2:21]([O:20][C:18](=[O:19])[CH2:17][N:6]1[CH2:7][CH2:8][C:9]2[NH:1][N:2]=[CH:3][C:4]=2[CH2:5]1)[C:22]1[CH:27]=[CH:26][CH:25]=[CH:24][CH:23]=1 |f:1.2.3|. Procedure: To a solution of 4,5,6,7-tetrahydro-1H-pyrazolo[4,3-c]pyridine (300 mg) in MeCN (10 mL) was added Cs2CO3 (1.49 g) followed by benzyl bromoacetate (0.253 mL). The reaction mixture was stirred at RT overnight and evaporated to dryness. The residue was taken up in EA and washed with water and brine. The aq. layers were extracted with EA, the combined org. layers were dried (MgSO4), filtered off and evaporated in vacuo. The residue was purified by CC (Biotage, SNAP 10 g cartridge, solvent A: DCM; so... Starting materials: O=C([O-])[O-], COCCOC, Cc1cccnc1Cl, OB(O)c1ccc(C(F)(F)F)cc1, [Na+], [Na+], [Pd], c1ccc(P(c2ccccc2)c2ccccc2)cc1, c1ccc(P(c2ccccc2)c2ccccc2)cc1, c1ccc(P(c2ccccc2)c2ccccc2)cc1, c1ccc(P(c2ccccc2)c2ccccc2)cc1. Product: Cc1cccnc1-c1ccc(C(F)(F)F)cc1. Reaction SMILES: [C:28](=[O:29])([O-:30])[O-:31].[CH3:22][O:23][CH2:24][CH2:25][O:26][CH3:27].[Cl:1][c:2]1[n:3][cH:4][cH:5][cH:6][c:7]1[CH3:8].[F:9][C:10]([c:11]1[cH:12][cH:13][c:14]([B:17]([OH:18])[OH:19])[cH:15][cH:16]1)([F:20])[F:21].[Na+:32].[Na+:33].[Pd:34].[c:35]1([P:36]([c:37]2[cH:38][cH:39][cH:40][cH:41][cH:42]2)[c:43]2[cH:44][cH:45][cH:46][cH:47][cH:48]2)[cH:49][cH:50][cH:51][cH:52][cH:53]1.[c:54]1([P:55]([c:56]2[cH:57][cH:58][cH:59][cH:60][cH:61]2)[c:62]2[cH:63][cH:64][cH:65][cH:66][cH:67]2)[cH:68][cH:69][cH:70][cH:71][cH:72]1.[c:73]1([P:74]([c:75]2[cH:76][cH:77][cH:78][cH:79][cH:80]2)[c:81]2[cH:82][cH:83][cH:84][cH:85][cH:86]2)[cH:87][cH:88][cH:89][cH:90][cH:91]1.[c:92]1([P:93]([c:94]2[cH:95][cH:96][cH:97][cH:98][cH:99]2)[c:100]2[cH:101][cH:102][cH:103][cH:104][cH:105]2)[cH:106][cH:107][cH:108][cH:109][cH:110]1>>[c:2]1(-[c:14]2[cH:13][cH:12][c:11]([C:10]([F:9])([F:20])[F:21])[cH:16][cH:15]2)[n:3][cH:4][cH:5][cH:6][c:7]1[CH3:8]. The reactants are solution, CC(C)([O-])C.[K+] (potassium tert-butoxide), C1CCOC1 (THF), C1(CCCC1)CC(=O)Cl (cyclopentylacetic chloride), [Cl-].[NH4+] (ammonium chloride). Run at time 8 hour. Yields the product C1(CCCC1)CC(=O)OC(C)(C)C (tert-Butyl cyclopentylacetate). RXN SMILES: [CH3:1][C:2]([CH3:5])([O-:4])[CH3:3].[K+].C1COCC1.[CH:12]1([CH2:17][C:18](Cl)=[O:19])[CH2:16][CH2:15][CH2:14][CH2:13]1.[Cl-].[NH4+]>>[CH:12]1([CH2:17][C:18]([O:4][C:2]([CH3:5])([CH3:3])[CH3:1])=[O:19])[CH2:16][CH2:15][CH2:14][CH2:13]1 |f:0.1,4.5|. Procedure details: 136 ml of a 1 M solution of potassium tert-butoxide in THF (136 mmol) were cooled to 0° C., and 21.0 g (143.2 mmol) of cyclopentylacetic chloride were added dropwise. After the addition had ended, the suspension was warmed to RT and stirred overnight and then added to saturated aqueous ammonium chloride solution. The mixture was extracted three times with diethyl ether. The combined organic phases were dried over magnesium sulphate and concentrated under reduced pressure. The desired product was... Starting materials: CC(=O)Nc1ccc(NC(=O)OCC(Cl)(Cl)Cl)cn1, CS(C)=O, CCN(C(C)C)C(C)C, O, c1ccc(-c2nsc(N3CCNCC3)n2)cc1. Yields the product CC(=O)Nc1ccc(NC(=O)N2CCN(c3nc(-c4ccccc4)ns3)CC2)cn1. As a reaction SMILES: [C:1]([CH3:2])(=[O:3])[NH:4][c:5]1[cH:6][cH:7][c:8]([NH:11][C:12]([O:13][CH2:14][C:15]([Cl:16])([Cl:17])[Cl:18])=[O:19])[cH:9][n:10]1.[CH3:47][S:48](=[O:49])[CH3:50].[CH:37]([N:38]([CH:39]([CH3:40])[CH3:41])[CH2:42][CH3:43])([CH3:44])[CH3:45].[OH2:46].[c:20]1(-[c:26]2[n:27][s:28][c:29]([N:31]3[CH2:32][CH2:33][NH:34][CH2:35][CH2:36]3)[n:30]2)[cH:21][cH:22][cH:23][cH:24][cH:25]1>>[C:1]([CH3:2])(=[O:3])[NH:4][c:5]1[cH:6][cH:7][c:8]([NH:11][C:12](=[O:19])[N:34]2[CH2:33][CH2:32][N:31]([c:29]3[s:28][n:27][c:26](-[c:20]4[cH:21][cH:22][cH:23][cH:24][cH:25]4)[n:30]3)[CH2:36][CH2:35]2)[cH:9][n:10]1. Product: O=C1CCC(N2C(=O)CCC2=O)CC1. RXN SMILES: [CH3:19][C:20]#[N:21].[ClH:18].[O:1]1[CH2:3][CH2:2][O:4][C:5]12[CH2:6][CH2:7][CH:8]([N:11]1[C:12](=[O:17])[CH2:13][CH2:14][C:15]1=[O:16])[CH2:9][CH2:10]2>>[O:4]=[C:5]1[CH2:6][CH2:7][CH:8]([N:11]2[C:12](=[O:17])[CH2:13][CH2:14][C:15]2=[O:16])[CH2:9][CH2:10]1. The reactants are CC#N, Cl, O=C1CCC(=O)N1C1CCC2(CC1)OCCO2.